The task is: describe an organic reaction: reactants, conditions, products, and yield. This data is from the Open Reaction Database (ORD), a public repository of structured organic reaction records. Procedure details: A solution of 3-acetonyl-2-benzhydryloxycarbonyl-7-[2-methoxyimino-2-(2-tritylaminothiazol-4-yl)-acetamido]-8-oxo-5-thia-1-azabicyclo[4.2.0]oct-2-ene-5-oxide (5 g) in a mixture of methylene chloride (60 cc) and N,N-dimethylacetamide (2.3 cc) is cooled to -10° C. Phosphorus trichloride (1.01 cc) is then added and the mixture is stirred for one hour at -10° C. The reaction mixture is diluted with ethyl acetate (300 cc), washed successively with a saturated solution of sodium bicarbonate (50 cc) an... The reactants are C(C(=O)C)C1=C(N2C(C(C2S(C1)=O)NC(C(C=1N=C(SC1)NC(C1=CC=CC=C1)(C1=CC=CC=C1)C1=CC=CC=C1)=NOC)=O)=O)C(=O)OC(C1=CC=CC=C1)C1=CC=CC=C1 (3-acetonyl-2-benzhydryloxycarbonyl-7-[2-methoxyimino-2-(2-tritylaminothiazol-4-yl)-acetamido]-8-oxo-5-thia-1-azabicyclo[4.2.0]oct-2-ene-5-oxide), P(Cl)(Cl)Cl (Phosphorus trichloride). RXN SMILES: [CH2:1]([C:5]1[CH2:12][S:11](=O)[CH:10]2[N:7]([C:8](=[O:46])[CH:9]2[NH:14][C:15](=[O:45])[C:16](=[N:42][O:43][CH3:44])[C:17]2[N:18]=[C:19]([NH:22][C:23]([C:36]3[CH:41]=[CH:40][CH:39]=[CH:38][CH:37]=3)([C:30]3[CH:35]=[CH:34][CH:33]=[CH:32][CH:31]=3)[C:24]3[CH:29]=[CH:28][CH:27]=[CH:26][CH:25]=3)[S:20][CH:21]=2)[C:6]=1[C:47]([O:49][CH:50]([C:57]1[CH:62]=[CH:61][CH:60]=[CH:59][CH:58]=1)[C:51]1[CH:56]=[CH:55][CH:54]=[CH:53][CH:52]=1)=[O:48])[C:2]([CH3:4])=[O:3].P(Cl)(Cl)Cl>C(Cl)Cl.CN(C)C(=O)C.C(OCC)(=O)C>[CH2:1]([C:5]1[CH2:12][S:11][CH:10]2[N:7]([C:8](=[O:46])[CH:9]2[NH:14][C:15](=[O:45])[C:16](=[N:42][O:43][CH3:44])[C:17]2[N:18]=[C:19]([NH:22][C:23]([C:24]3[CH:25]=[CH:26][CH:27]=[CH:28][CH:29]=3)([C:36]3[CH:41]=[CH:40][CH:39]=[CH:38][CH:37]=3)[C:30]3[CH:31]=[CH:32][CH:33]=[CH:34][CH:35]=3)[S:20][CH:21]=2)[C:6]=1[C:47]([O:49][CH:50]([C:57]1[CH:62]=[CH:61][CH:60]=[CH:59][CH:58]=1)[C:51]1[CH:52]=[CH:53][CH:54]=[CH:55][CH:56]=1)=[O:48])[C:2]([CH3:4])=[O:3]. Run in C(C)(=O)OCC (ethyl acetate), C(Cl)Cl (methylene chloride), CN(C(C)=O)C (N,N-dimethylacetamide). Conditions: temperature -10 celsius, time 1 hour. The product is C(C(=O)C)C1=C(N2C(C(C2SC1)NC(C(C=1N=C(SC1)NC(C1=CC=CC=C1)(C1=CC=CC=C1)C1=CC=CC=C1)=NOC)=O)=O)C(=O)OC(C1=CC=CC=C1)C1=CC=CC=C1 (3-acetonyl-2-benzhydryloxycarbonyl-7-[2-methoxyimino-2-(2-tritylaminothiazol-4-yl)-acetamido]-8-oxo-5-thia-1-azabicyclo[4.2.0]oct-2-ene). The yield is 91.7%. Starting materials: NCCC(=O)N1CCN(CC1)C1=C2C(=NC=C1Br)NC=C2NC(C2=CN=CC=C2)=O (N-(4-(4-(3-aminopropanoyl)piperazin-1-yl)-5-bromo-1H-pyrrolo[2,3-b]pyri din-3-yl)nicotinamide), [BH-](OC(=O)C)(OC(=O)C)OC(=O)C.[Na+] (NaBH(OAc)3), C(=O)([O-])[O-].[Na+].[Na+] (Na2CO3), trihydrochloride, CC(=O)C (acetone), CCN(C(C)C)C(C)C (DIEA), Cl (HCl). The solvent is CN(C)C=O (DMF), C(Cl)Cl (DCM), ClCCCl (DCE), CCOCC (ether). Reaction conditions: time 30 minute. The product is BrC=1C(=C2C(=NC1)NC=C2NC(C2=CN=CC=C2)=O)N2CCN(CC2)C(CCNC(C)C)=O (N-(5-bromo-4-(4-(3-(isopropylamino)propanoyl)piperazin-1-yl)-1H-pyrrolo[2,3-b]pyridin-3-yl)nicotinamide). Yield: 56.6%. As a reaction SMILES: [NH2:1][CH2:2][CH2:3][C:4]([N:6]1[CH2:11][CH2:10][N:9]([C:12]2[C:17]([Br:18])=[CH:16][N:15]=[C:14]3[NH:19][CH:20]=[C:21]([NH:22][C:23](=[O:30])[C:24]4[CH:29]=[CH:28][CH:27]=[N:26][CH:25]=4)[C:13]=23)[CH2:8][CH2:7]1)=[O:5].[CH3:31][C:32]([CH3:34])=O.CCN(C(C)C)C(C)C.[BH-](OC(C)=O)(OC(C)=O)OC(C)=O.[Na+].C([O-])([O-])=O.[Na+].[Na+].Cl>C(Cl)Cl.CCOCC.CN(C=O)C.ClCCCl>[Br:18][C:17]1[C:12]([N:9]2[CH2:8][CH2:7][N:6]([C:4](=[O:5])[CH2:3][CH2:2][NH:1][CH:32]([CH3:34])[CH3:31])[CH2:11][CH2:10]2)=[C:13]2[C:21]([NH:22][C:23](=[O:30])[C:24]3[CH:29]=[CH:28][CH:27]=[N:26][CH:25]=3)=[CH:20][NH:19][C:14]2=[N:15][CH:16]=1 |f:3.4,5.6.7|. Procedure details: N-(4-(4-(3-aminopropanoyl)piperazin-1-yl)-5-bromo-1H-pyrrolo[2,3-b]pyridin-3-yl)nicotinamide (0.060 g, 0.103 mmol, see Example 62) and acetone (0.0599 g, 1.03 mmol) were placed in 1:1 DCE:DMF (5 mL). DIEA (d 0.742; 0.0898 mL, 0.516 mmol) was then added, followed by the addition of NaBH(OAc)3 (0.0437 g, 0.206 mmol). The reaction was then stirred for 30 minutes, and poured into Na2CO3 and extracted into DCM (3×30 mL). The organic fractions were combined, dried, filtered and concentrated. The resul... RXN SMILES: [Al+3:2].[CH:5]12[CH:6]([CH2:7][CH2:8][CH2:9][CH2:10]1)[C:11](=[O:12])[O:13][C:14]2=[O:15].[Cl-:1].[Cl-:3].[Cl-:4].[Cl:16][CH2:17][CH2:18][Cl:19]>>[CH:5]1([C:14]([OH:13])=[O:15])[CH:6]([C:11](=[O:12])[CH:17]=[CH2:18])[CH2:7][CH2:8][CH2:9][CH2:10]1. The reactants are [Al+3], O=C1OC(=O)C2CCCCC12, [Cl-], [Cl-], [Cl-], ClCCCl. The product is C=CC(=O)C1CCCCC1C(=O)O. The reagents and catalysts are [Ir] (iridium). Isolated yield 70.0%. Reported procedure: 65.7 g (0.19 mol) of N-(2-chloro-4-fluoro-5-nitrophenyl)-N-[(chloromethyl)sulfonyl]acetamide were dissolved in 1200 mL of ethanol and transferred into an autoclave. 2.5 g of an iridium catalyst (5% on carbon) were added and the apparatus was purged with nitrogen and hydrogen, respectively. A hydrogen pressure of 2,000 kPa (20 atmospheres) was applied and the mixture was heated to 80° C. After 4 hours the hot reaction mixture was filtered and cooled to room temperature whereas some of the product... Conditions: temperature 80 celsius. Solvent: C(C)O (ethanol). Product: NC=1C(=CC(=C(C1)N(C(C)=O)S(=O)(=O)CCl)Cl)F (N-(5-amino-2-chloro-4-fluorophenyl)-N-[(chloromethyl)sulfonyl]acetamide). The reactants are ClC1=C(C=C(C(=C1)F)[N+](=O)[O-])N(C(C)=O)S(=O)(=O)CCl (N-(2-chloro-4-fluoro-5-nitrophenyl)-N-[(chloromethyl)sulfonyl]acetamide). RXN SMILES: [Cl:1][C:2]1[CH:7]=[C:6]([F:8])[C:5]([N+:9]([O-])=O)=[CH:4][C:3]=1[N:12]([S:16]([CH2:19][Cl:20])(=[O:18])=[O:17])[C:13](=[O:15])[CH3:14]>C(O)C.[Ir]>[NH2:9][C:5]1[C:6]([F:8])=[CH:7][C:2]([Cl:1])=[C:3]([N:12]([S:16]([CH2:19][Cl:20])(=[O:18])=[O:17])[C:13](=[O:15])[CH3:14])[CH:4]=1. Reactants: BrC1=C(C(=C(C=C1)O)C1CC1)Br (dibromocyclopropylphenol), COCCO[AlH2-]OCCOC.[Na+] (Red-Al), sodium bis(2-methoxyethoxy aluminum hydride), C1(=CC=CC=C1)C (toluene), solution. Solvent: C1=CC=CC=C1 (benzene). Conditions: time 8 hour. Product: C1(CC1)C1=CC=C(C=C1)O (4-cyclopropylphenol). RXN SMILES: Br[C:2]1[CH:7]=[CH:6][C:5](O)=[C:4]([CH:9]2[CH2:11][CH2:10]2)[C:3]=1Br.C1(C)C=CC=CC=1.C[O:21]CCO[AlH2-]OCCOC.[Na+]>C1C=CC=CC=1>[CH:9]1([C:4]2[CH:5]=[CH:6][C:7]([OH:21])=[CH:2][CH:3]=2)[CH2:11][CH2:10]1 |f:2.3|. Procedure details: In a 500 ml flask equipped with a reflux condenser, and magnetic stirring bar under a nitrogen atmosphere were placed 11 g (37.6 moles) of dibromocyclopropylphenol, 100 ml of toluene, and 50 g of 70% solution of "Red-Al" [sodium bis(2-methoxyethoxy aluminum hydride)] in benzene. The solution was then heated to reflux for 6 hours and allowed to stir overnight at room temperature. The reaction was then quenched with water and acidified with concentrated hydrochloric acid. The layers were separated... Starting materials: OCCN1C(N2C(CN(CC2)C(=O)OC(C)(C)C)C1)=O (tert-Butyl 2-(2-hydroxyethyl)-3-oxo-5,6,8,8a-tetrahydro-1H-imidazo[1,5-a]pyrazine-7-carboxylate), C(=O)(C(F)(F)F)O (TFA). The solvent is C(Cl)Cl (CH2Cl2). Run at time 1 hour. Yields the product OCCN1C(N2C(CNCC2)C1)=O (2-(2-hydroxyethyl)-1,5,6,7,8,8a-hexahydroimidazo[1,5-a]pyrazin-3-one). Reaction SMILES: [OH:1][CH2:2][CH2:3][N:4]1[CH2:19][CH:7]2[CH2:8][N:9](C(OC(C)(C)C)=O)[CH2:10][CH2:11][N:6]2[C:5]1=[O:20].C(O)(C(F)(F)F)=O>C(Cl)Cl>[OH:1][CH2:2][CH2:3][N:4]1[CH2:19][CH:7]2[CH2:8][NH:9][CH2:10][CH2:11][N:6]2[C:5]1=[O:20]. Reported procedure: tert-Butyl 2-(2-hydroxyethyl)-3-oxo-5,6,8,8a-tetrahydro-1H-imidazo[1,5-a]pyrazine-7-carboxylate (Compound 67-D) (1 mmol) was dissolved in CH2Cl2 (3 mL) followed by the slow addition of TFA (1 mL) at 0° C. The reaction mixture was stirred at rt for 1 hour and then the solvent was removed in vacuum to give the crude product 70-A, which was used directly in the next step. The reactants are C=CC12CCc3cc(OC)ccc3C1C(CCCCCBr)CC1(CO[SiH](C)C)C(C(C)(C)C)CCC21, C=CC12CCc3cc(OC)ccc3C1C(CCCCCCO)CC1(CO[SiH](C)C)C(C(C)(C)C)CCC21, C=CC12CCc3cc(OC)ccc3C1C(CCCCCO)CC1(CO[SiH](C)C)C(C(C)(C)C)CCC21. Yields the product C=CC12CCc3cc(OC)ccc3C1C(CCCCCCBr)CC1(CO[SiH](C)C)C(C(C)(C)C)CCC21. As a reaction SMILES: [Br:74][CH2:75][CH2:76][CH2:77][CH2:78][CH2:79][CH:80]1[CH2:81][C:82]2([CH2:83][O:84][SiH:85]([CH3:86])[CH3:87])[CH:88]([CH2:89][CH2:90][CH:91]2[C:92]([CH3:93])([CH3:94])[CH3:95])[C:96]2([CH:97]=[CH2:98])[CH:99]1[c:100]1[cH:101][cH:102][c:103]([O:104][CH3:105])[cH:106][c:107]1[CH2:108][CH2:109]2.[C:1]([CH3:2])([CH3:3])([CH3:4])[CH:5]1[C:6]2([CH2:7][O:8][SiH:9]([CH3:10])[CH3:11])[CH:12]([CH2:13][CH2:14]1)[C:15]1([CH:36]=[CH2:37])[CH2:16][CH2:17][c:18]3[cH:19][c:20]([O:34][CH3:35])[cH:21][cH:22][c:23]3[CH:24]1[CH:25]([CH2:27][CH2:28][CH2:29][CH2:30][CH2:31][CH2:32][OH:33])[CH2:26]2.[C:38]([CH:39]1[CH2:40][CH2:41][CH:42]2[C:43]3([CH:44]=[CH2:45])[CH:46]([CH:47]([CH2:48][CH2:49][CH2:50][CH2:51][CH2:52][OH:53])[CH2:54][C:55]12[CH2:56][O:57][SiH:58]([CH3:59])[CH3:60])[c:61]1[cH:62][cH:63][c:64]([O:65][CH3:66])[cH:67][c:68]1[CH2:69][CH2:70]3)([CH3:71])([CH3:72])[CH3:73]>>[C:1]([CH3:2])([CH3:3])([CH3:4])[CH:5]1[C:6]2([CH2:7][O:8][SiH:9]([CH3:10])[CH3:11])[CH:12]([CH2:13][CH2:14]1)[C:15]1([CH:36]=[CH2:37])[CH2:16][CH2:17][c:18]3[cH:19][c:20]([O:34][CH3:35])[cH:21][cH:22][c:23]3[CH:24]1[CH:25]([CH2:27][CH2:28][CH2:29][CH2:30][CH2:31][CH2:32][Br:74])[CH2:26]2. The reactants are O=C([O-])[O-], O=C([O-])O, CCOC(C)=O, CC(C)c1noc(C2CCNCC2)n1, Cc1nc(Cl)c(C#N)c(Oc2ccc(S(C)(=O)=O)cc2)n1, [K+], [K+], [Na+], CN(C)C=O. Yields the product Cc1nc(Oc2ccc(S(C)(=O)=O)cc2)c(C#N)c(N2CCC(c3nc(C(C)C)no3)CC2)n1. As a reaction SMILES: [C:36](=[O:37])([O-:38])[O-:39].[C:42](=[O:43])([OH:44])[O-:45].[CH3:52][CH2:53][O:54][C:55](=[O:56])[CH3:57].[CH:22]([CH3:23])([CH3:24])[c:25]1[n:26][o:27][c:28]([CH:30]2[CH2:31][CH2:32][NH:33][CH2:34][CH2:35]2)[n:29]1.[Cl:1][c:2]1[n:3][c:4]([CH3:21])[n:5][c:6]([O:10][c:11]2[cH:12][cH:13][c:14]([S:17](=[O:18])(=[O:19])[CH3:20])[cH:15][cH:16]2)[c:7]1[C:8]#[N:9].[K+:40].[K+:41].[Na+:46].[O:47]=[CH:48][N:49]([CH3:50])[CH3:51]>>[c:2]1([N:33]2[CH2:32][CH2:31][CH:30]([c:28]3[o:27][n:26][c:25]([CH:22]([CH3:23])[CH3:24])[n:29]3)[CH2:35][CH2:34]2)[n:3][c:4]([CH3:21])[n:5][c:6]([O:10][c:11]2[cH:12][cH:13][c:14]([S:17](=[O:18])(=[O:19])[CH3:20])[cH:15][cH:16]2)[c:7]1[C:8]#[N:9].